Dataset: the Open Reaction Database (ORD), a public repository of structured organic reaction records. Task: describe an organic reaction: reactants, conditions, products, and yield The reactants are C(C1=CC=CC=C1)(=O)OC[C@H]1OC([C@](C1(C)OC(C)=O)(C)F)N1C2=NC=NC(=C2N=C1)NC1CC1 (((2R,4R)-3-acetoxy-5-(6-(cyclopropylamino)-9H-purin-9-yl)-4-fluoro-3,4-dimethyl-tetrahydrofuran-2-yl)methyl benzoate). Solvent: O (water). Product: C1(CC1)NC1=C2N=CN(C2=NC=N1)C1[C@](C([C@H](O1)CO)(O)C)(C)F ((2R,4R)-5-(6-(cyclopropylamino)-9H-purin-9yl)-4-fluoro-tetrahydro-2-(hydroxymethyl)-3,4-dimethylfuran-3-ol). Isolated yield 81.4%. RXN SMILES: C([O:9][CH2:10][C@@H:11]1[C:15]([O:17]C(=O)C)([CH3:16])[C@:14]([F:22])([CH3:21])[CH:13]([N:23]2[CH:31]=[N:30][C:29]3[C:24]2=[N:25][CH:26]=[N:27][C:28]=3[NH:32][CH:33]2[CH2:35][CH2:34]2)[O:12]1)(=O)C1C=CC=CC=1>O>[CH:33]1([NH:32][C:28]2[N:27]=[CH:26][N:25]=[C:24]3[C:29]=2[N:30]=[CH:31][N:23]3[CH:13]2[O:12][C@H:11]([CH2:10][OH:9])[C:15]([CH3:16])([OH:17])[C@:14]2([F:22])[CH3:21])[CH2:34][CH2:35]1. Reported procedure: A solution of ((2R,4R)-3-acetoxy-5-(6-(cyclopropylamino)-9H-purin-9-yl)-4-fluoro-3,4-dimethyl-tetrahydrofuran-2-yl)methyl benzoate (about 0.25 g, 0.51 mmol) in methanolicammonia (25% w/w 5 ml) was stirred at room temperature for overnight. Completion of the reaction mixture monitored by thin-layer chromatography, water added to the reaction mixture and the aqueous layer was extracted with ethyl acetate and the combined organic layers were washed with brine and dried over sodium sulphate. Concent... Reactants: C(=O)(O)[O-].[Na+] (NaHCO3), NC1=C(SC(=C1)C1=CC=NC=C1)C(=O)N (3-amino-5-(pyridin-4-yl)thiophene-2-carboxamide), S1CCC(CC1)=O (tetrahydrothiopyran-4-one), O.C1(=CC=C(C=C1)S(=O)(=O)O)C (p-toluenesulfonic acid monohydrate). The solvent is C(C)(=O)O (acetic acid). Reaction conditions: temperature 80 celsius. Product: N1=CC=C(C=C1)C1=CC=2NC3(CCSCC3)NC(C2S1)=O (6-(pyridin-4-yl)-2′,3′,5′,6′-tetrahydro-1H-spiro [thieno[3,2-d]pyrimidine-2,4′-thiopyran]-4(3H)-one). The yield is 91.0%. Reaction SMILES: [NH2:1][C:2]1[CH:6]=[C:5]([C:7]2[CH:12]=[CH:11][N:10]=[CH:9][CH:8]=2)[S:4][C:3]=1[C:13]([NH2:15])=[O:14].[S:16]1[CH2:21][CH2:20][C:19](=O)[CH2:18][CH2:17]1.O.C1(C)C=CC(S(O)(=O)=O)=CC=1.C([O-])(O)=O.[Na+]>C(O)(=O)C>[N:10]1[CH:9]=[CH:8][C:7]([C:5]2[S:4][C:3]3[C:13](=[O:14])[NH:15][C:19]4([CH2:20][CH2:21][S:16][CH2:17][CH2:18]4)[NH:1][C:2]=3[CH:6]=2)=[CH:12][CH:11]=1 |f:2.3,4.5|. Procedure details: To a solution of 3-amino-5-(pyridin-4-yl)thiophene-2-carboxamide (0.200 g, 0.910 mmol) and tetrahydrothiopyran-4-one (0.528 g, 4.55 mmol) in glacial acetic acid (6 mL) was added p-toluenesulfonic acid monohydrate (0.017 g, 0.091 mmol). The mixture was heated at 80° C. overnight. Then, the mixture was concentrated, and then the residue was dissolved in methanol (20 mL). Solid NaHCO3 (1.00 g, 11.9 mmol) was added, and the mixture was stirred briefly. The solvent was then removed, and the obtained ... The reactants are OC1(CCC2(OCCO2)CC1)CCC1=CC=CC=C1 (8-hydroxy-8-(2-phenylethyl)-1,4-dioxaspiro[4.5]decane), S(O)(O)(=O)=O (sulfuric acid), C(C)#N (acetonitrile), C(O)([O-])=O.[Na+] (sodium hydrogencarbonate). Reaction conditions: time 2 day. The product is C(C)(=O)NC1(CCC2(OCCO2)CC1)CCC1=CC=CC=C1 (8-acetamido-8-(2-phenylethyl)-1,4-dioxaspiro[4.5]decane). Reaction SMILES: O[C:2]1([CH2:12][CH2:13][C:14]2[CH:19]=[CH:18][CH:17]=[CH:16][CH:15]=2)[CH2:11][CH2:10][C:5]2([O:9][CH2:8][CH2:7][O:6]2)[CH2:4][CH2:3]1.S(=O)(=O)(O)O.C(=O)([O-])[OH:26].[Na+].[C:30](#[N:32])[CH3:31]>>[C:30]([NH:32][C:2]1([CH2:12][CH2:13][C:14]2[CH:19]=[CH:18][CH:17]=[CH:16][CH:15]=2)[CH2:11][CH2:10][C:5]2([O:9][CH2:8][CH2:7][O:6]2)[CH2:4][CH2:3]1)(=[O:26])[CH3:31] |f:2.3|. Reported procedure: To a solution of 8-hydroxy-8-(2-phenylethyl)-1,4-dioxaspiro[4.5]decane (12.8 g) in acetonitrile (200 ml), a concentrated sulfuric acid (5.7 ml) was dropwise added under ice-cooling over 3 minutes. The reaction mixture was left standing at room temperature for 2 days, poured into a saturated aqueous sodium hydrogencarbonate solution under ice-cooling and extracted with ethyl acetate. The ethyl acetate layer was washed with water and a saturated brine and dried over anhydrous magnesium sulfate. Th...